Dataset: the Open Reaction Database (ORD), a public repository of structured organic reaction records. Task: describe an organic reaction: reactants, conditions, products, and yield Product: OCCC(C1C(CC(CC1)C)O)C (9-hydroxymethyl-p-menthan-3-ol). Procedure: Into a four-mouthflask (volume: 100 ml) in which the inside was replaced by nitrogen were supplied diethyl ether (hereinafter referred to as "ether") and lithium aluminum hydride (0.2 g, 5.5 mmol). To this solution was added dropwise at room temperature an ether solution of 5,9-dimethyl-2-oxabicyclo-[4,4,0]-decan-3-one (0.1 g, 0.55 mmol) which had been separately prepared. The mixture was allowed to react at the same temperature for 1 hour, and the reaction solution was poured into a 10% aqueous... The solvent is CCOCC (ether), CCOCC (ether), C(C)OCC (diethyl ether). Reactants: [H-].[Al+3].[Li+].[H-].[H-].[H-] (lithium aluminum hydride), CC1CC(OC2CC(CCC12)C)=O (5,9-dimethyl-2-oxabicyclo-[4,4,0]-decan-3-one), Cl (hydrochloric acid). Isolated yield 78.1%. Reaction SMILES: [H-].[Al+3].[Li+].[H-].[H-].[H-].[CH3:7][CH:8]1[CH:17]2[CH:12]([CH2:13][CH:14]([CH3:18])[CH2:15][CH2:16]2)[O:11][C:10](=[O:19])[CH2:9]1.Cl>CCOCC>[OH:19][CH2:10][CH2:9][CH:8]([CH3:7])[CH:17]1[CH2:16][CH2:15][CH:14]([CH3:18])[CH2:13][CH:12]1[OH:11] |f:0.1.2.3.4.5|.